From a dataset of the Open Reaction Database (ORD), a public repository of structured organic reaction records. describe an organic reaction: reactants, conditions, products, and yield Reactants: O=COc1cc(Br)ccc1OCC1CO1, [K+], C1COCCO1, [OH-]. Yields the product OCC1COc2ccc(Br)cc2O1. RXN SMILES: [CH:1](=[O:2])[O:3][c:4]1[c:5]([O:11][CH2:12][CH:13]2[O:14][CH2:15]2)[cH:6][cH:7][c:8]([Br:10])[cH:9]1.[K+:17].[O:18]1[CH2:19][CH2:20][O:21][CH2:22][CH2:23]1.[OH-:16]>>[O:3]1[c:4]2[c:5]([cH:6][cH:7][c:8]([Br:10])[cH:9]2)[O:11][CH2:12][CH:13]1[CH2:15][OH:14]. Reactants: ClC(=O)OCC1=CC=CC=C1 (Benzyl chloroformate), NC1C2CC3(CC(CC1C3)C2)C(=O)OC (methyl 4-aminoadamantane-1-carboxylate), C([O-])([O-])=O.[Na+].[Na+] (sodium carbonate), Example 11, ClC(=O)OCC1=CC=CC=C1 (benzyl chloroformate). Run in O (water), O1CCCC1 (tetrahydrofuran). Reaction conditions: time 5 hour. Yields the product C(C1=CC=CC=C1)OC(CNC1C2CC3(CC(CC1C3)C2)C(=O)OC)=O (methyl 4-{[2-(benzyloxy)-2-oxoethyl]amino}-adamantane-1-carboxylate). RXN SMILES: [NH2:1][CH:2]1[CH:9]2[CH2:10][C:5]3([C:12]([O:14][CH3:15])=[O:13])[CH2:6][CH:7]([CH2:11][CH:3]1[CH2:4]3)[CH2:8]2.Cl[C:17]([O:19][CH2:20][C:21]1[CH:26]=[CH:25][CH:24]=[CH:23][CH:22]=1)=[O:18].[C:27](=O)([O-])[O-].[Na+].[Na+]>O1CCCC1.O>[CH2:20]([O:19][C:17](=[O:18])[CH2:27][NH:1][CH:2]1[CH:9]2[CH2:10][C:5]3([C:12]([O:14][CH3:15])=[O:13])[CH2:6][CH:7]([CH2:11][CH:3]1[CH2:4]3)[CH2:8]2)[C:21]1[CH:26]=[CH:25][CH:24]=[CH:23][CH:22]=1 |f:2.3.4|. Reported procedure: To a solution of methyl 4-aminoadamantane-1-carboxylate obtained in Reference Example 11 (1.87 g) in tetrahydrofuran (20 ml), water (10 ml), benzyl chloroformate (1.53 g) and sodium carbonate (1.13 g) were added and stirred at room temperature for 5 hours. Benzyl chloroformate (0.76 g) was further added and stirred at room temperature for 2 hours. After insoluble materials were filtered off, the solvent was concentrated and the residue was extracted with chloroform. The organic layer was dried o... Starting materials: FC1(C2=CC(=CC=C2C=2C=CC(=CC2C1(F)F)Br)CCCCCC)F (9,9,10,10-tetrafluoro-2-bromo-7-hexyl-9,10-dihydrophenanthrene), C(CCC)OC1=NC=C(C=C1)B(O)O (2-butoxypyridine-5-boronic acid). Yields the product C(CCC)OC1=NC=C(C=C1)C1=CC=2C(C(C3=CC(=CC=C3C2C=C1)CCCCCC)(F)F)(F)F (2-Butoxy-5-(9,9,10,10-tetrafluoro-7-hexyl-9,10-dihydro-phenanthrene-2-yl)pyridine). Reaction SMILES: [F:1][C:2]1([F:25])[C:15]([F:17])([F:16])[C:14]2[CH:13]=[C:12](Br)[CH:11]=[CH:10][C:9]=2[C:8]2[C:3]1=[CH:4][C:5]([CH2:19][CH2:20][CH2:21][CH2:22][CH2:23][CH3:24])=[CH:6][CH:7]=2.[CH2:26]([O:30][C:31]1[CH:36]=[CH:35][C:34](B(O)O)=[CH:33][N:32]=1)[CH2:27][CH2:28][CH3:29]>>[CH2:26]([O:30][C:31]1[CH:36]=[CH:35][C:34]([C:12]2[CH:11]=[CH:10][C:9]3[C:8]4[C:3](=[CH:4][C:5]([CH2:19][CH2:20][CH2:21][CH2:22][CH2:23][CH3:24])=[CH:6][CH:7]=4)[C:2]([F:25])([F:1])[C:15]([F:17])([F:16])[C:14]=3[CH:13]=2)=[CH:33][N:32]=1)[CH2:27][CH2:28][CH3:29]. Procedure details: From 9,9,10,10-tetrafluoro-2-bromo-7-hexyl-9,10-dihydrophenanthrene and 2-butoxypyridine-5-boronic acid in analogy to Example 7. Reaction conditions: temperature 25 celsius, time 20 hour. Procedure details: To a solution of 4.5 g of 14β,15β-epoxy-17β-(3-furyl)-5β-androstan-3-one in 30 ml of dry tetrahydrofuran at -78° C., a solution of 9.8 g of tri-tert-butoxyaluminum-hydride in tetrahydrofuran was added dropwise. The mixture was stirred for 20 hrs, then 40 ml of water were added and the temperature raised to 25° C. The aluminum salts were filtered on a celite cake and washed with methanol. The solution was concentrated under reduced pressure and extracted with methylene chloride. The organic layer... RXN SMILES: [O:1]1[C@@H:3]2[CH2:4][C@H:5]([C:22]3[CH:26]=[CH:25][O:24][CH:23]=3)[C@:6]3([CH2:8][CH2:9][C@H:10]4[C@H:19]([C@@:2]123)[CH2:18][CH2:17][C@H:16]1[C@:11]4([CH3:21])[CH2:12][CH2:13][C:14](=[O:20])[CH2:15]1)[CH3:7].C(O[Al](OC(C)(C)C)OC(C)(C)C)(C)(C)C.[H-].O>O1CCCC1>[O:24]1[CH:25]=[CH:26][C:22]([C@H:5]2[CH2:4][C@H:3]3[O:1][C@@:2]43[C@H:19]3[C@H:10]([CH2:9][CH2:8][C@:6]24[CH3:7])[C@:11]2([CH3:21])[C@@H:16]([CH2:15][C@H:14]([OH:20])[CH2:13][CH2:12]2)[CH2:17][CH2:18]3)=[CH:23]1 |f:1.2|. The solvent is O1CCCC1 (tetrahydrofuran), O1CCCC1 (tetrahydrofuran). Starting materials: O (water), O1[C@]23[C@H]1C[C@@H]([C@@]2(C)CC[C@@H]2[C@]1(CCC(C[C@H]1CC[C@@H]32)=O)C)C3=COC=C3 (14β,15β-epoxy-17β-(3-furyl)-5β-androstan-3-one), C(C)(C)(C)O[Al](OC(C)(C)C)OC(C)(C)C.[H-] (tri-tert-butoxyaluminum hydride). Yields the product O1C=C(C=C1)[C@@H]1[C@]2(C)[C@]3([C@@H](C1)O3)[C@@H]3CC[C@@H]1C[C@@H](CC[C@]1(C)[C@H]3CC2)O (17β-(3-Furyl)-14β,15β-epoxy-5β-androstan-3α-ol). Yield: 95.0%. The reactants are O (water), ClC=1N=C(C2=C(N1)SC=N2)Cl (5,7-dichlorothiazolo[5,4-d]pyrimidine), COCC1N(CCC1)C=1C=C(N)C=CC1 (3-(2-(methoxymethyl)pyrrolidin-1-yl)aniline), CCN(C(C)C)C(C)C (DIEA). Solvent: CS(=O)C (DMSO). Conditions: time 8 hour. Product: ClC=1N=C(C2=C(N1)SC=N2)NC2=CC(=CC=C2)N2C(CCC2)COC (5-chloro-N-(3-(2-(methoxymethyl)pyrrolidin-1-yl)phenyl)thiazolo[5,4-d]pyrimidin-7-amine). Isolated yield 64.1%. Reaction SMILES: [Cl:1][C:2]1[N:3]=[C:4](Cl)[C:5]2[N:10]=[CH:9][S:8][C:6]=2[N:7]=1.[CH3:12][O:13][CH2:14][CH:15]1[CH2:19][CH2:18][CH2:17][N:16]1[C:20]1[CH:21]=[C:22]([CH:24]=[CH:25][CH:26]=1)[NH2:23].CCN(C(C)C)C(C)C.O>CS(C)=O>[Cl:1][C:2]1[N:3]=[C:4]([NH:23][C:22]2[CH:24]=[CH:25][CH:26]=[C:20]([N:16]3[CH2:17][CH2:18][CH2:19][CH:15]3[CH2:14][O:13][CH3:12])[CH:21]=2)[C:5]2[N:10]=[CH:9][S:8][C:6]=2[N:7]=1. Procedure details: A mixture of 5,7-dichlorothiazolo[5,4-d]pyrimidine (170 mg, 0.83 mmol), 3-(2-(methoxymethyl)pyrrolidin-1-yl)aniline (170 mg, 0.83 mmol) and DIEA (214 g, 1.66 mmol) in 15 mL of DMSO was stirred at room temperature overnight. 100 mL of water were added, the mixture was extracted with ethyl acetate (3×30 mL). The organic layer was washed with water (2×30 mL) and brine (30 mL), concentrated under reduced pressure to give 5-chloro-N-(3-(2-(methoxymethyl)pyrrolidin-1-yl)phenyl)thiazolo[5,4-d]pyrimidin... The reactants are O=C[C@H](O)[C@@H](O)[C@H](O)CO (D-xylose), C(CC)N (n-propylamine), ClCCN=C=O (2-chloroethyl isocyanate). The product is ClCCNC(=O)N(C1[C@H](O)[C@@H](O)[C@H](O)CO1)CCC (1-(2-chloroethyl)-3-n-propyl-3-D-xylopyranosylurea). Isolated yield 67.5%. Reaction SMILES: O=[CH:2][C@@H:3]([C@H:5]([C@@H:7]([CH2:9][OH:10])[OH:8])[OH:6])[OH:4].[CH2:11]([NH2:14])[CH2:12][CH3:13].[Cl:15][CH2:16][CH2:17][N:18]=[C:19]=[O:20]>>[Cl:15][CH2:16][CH2:17][NH:18][C:19]([N:14]([CH2:11][CH2:12][CH3:13])[CH:9]1[O:10][CH2:2][C@@H:3]([OH:4])[C@H:5]([OH:6])[C@H:7]1[OH:8])=[O:20]. Reported procedure: 3.0 g of D-xylose, 1.5 g of n-propylamine and 2.5 g of 2-chloroethyl isocyanate are treated in the same manner as described in Example 5-(1). 4.0 g of 1-(2-chloroethyl)-3-n-propyl-3-D-xylopyranosylurea are thereby obtained as colorless caramel. Reactants: C1(CC1)CN(CCC1=CC=C(C=C1)O)C1=C(C=CC(=C1)OC)C1CC2=CC=C(C=C2CC1)OC (4-{2-{cyclopropylmethyl[5-methoxy-2-(6-methoxy-1,2,3,4-tetrahydronaphthalen-2-yl)phenyl]amino}ethyl}phenol), Cl.ClCCN1CCCCCC1 (1-(2-chloroethyl)azepane hydrochloride), N1(CCCCCC1)CCOC1=CC=C(C=C1)CCN(C1=C(C=CC(=C1)OC)C1CC2=CC=C(C=C2CC1)OC)CC1CC1 ({2-[4-(2-azepan-1-ylethoxy)phenyl]ethyl}cyclopropylmethyl[5-methoxy-2-(6-methoxy-1,2,3,4-tetrahydronaphthalen-2-yl)phenyl]amine). Yields the product N1(CCCCCC1)CCOC1=CC=C(C=C1)CCN(C1=C(C=CC(=C1)O)C1CC=2C=CC(=CC2CC1)O)CC1CC1 (6-{2-{{2-[4-(2-Azepan-1-ylethoxy)phenyl]ethyl}cyclopropylmethylamino}-4-hydroxyphenyl}-5,6,7,8-tetrahydronaphthalen-2-ol). Yield: 50.4%. As a reaction SMILES: C1(CN(C2C=C(OC)C=CC=2C2CCC3C(=CC=C(OC)C=3)C2)CCC2C=CC(O)=CC=2)CC1.Cl.ClCCN1CCCCCC1.[N:46]1([CH2:53][CH2:54][O:55][C:56]2[CH:61]=[CH:60][C:59]([CH2:62][CH2:63][N:64]([CH2:85][CH:86]3[CH2:88][CH2:87]3)[C:65]3[CH:70]=[C:69]([O:71]C)[CH:68]=[CH:67][C:66]=3[CH:73]3[CH2:82][CH2:81][C:80]4[C:75](=[CH:76][CH:77]=[C:78]([O:83]C)[CH:79]=4)[CH2:74]3)=[CH:58][CH:57]=2)[CH2:52][CH2:51][CH2:50][CH2:49][CH2:48][CH2:47]1>>[N:46]1([CH2:53][CH2:54][O:55][C:56]2[CH:61]=[CH:60][C:59]([CH2:62][CH2:63][N:64]([CH2:85][CH:86]3[CH2:87][CH2:88]3)[C:65]3[CH:70]=[C:69]([OH:71])[CH:68]=[CH:67][C:66]=3[CH:73]3[CH2:82][CH2:81][C:80]4[CH:79]=[C:78]([OH:83])[CH:77]=[CH:76][C:75]=4[CH2:74]3)=[CH:58][CH:57]=2)[CH2:52][CH2:51][CH2:50][CH2:49][CH2:48][CH2:47]1 |f:1.2|. Procedure details: Synthesized from 4-{2-{cyclopropylmethyl[5-methoxy-2-(6-methoxy-1,2,3,4-tetrahydronaphthalen-2-yl)phenyl]amino}ethyl}phenol and 1-(2-chloroethyl)azepane hydrochloride according to an analogous synthetic method to Preparation Example 40, {2-[4-(2-azepan-1-ylethoxy)phenyl]ethyl}cyclopropylmethyl[5-methoxy-2-(6-methoxy-1,2,3,4-tetrahydronaphthalen-2-yl)phenyl]amine (392 mg) was used according to an analogous synthetic method to Example 111 to provide the title compound (188 mg). The reactants are FC1(OC2=C(O1)C=C(C(=C2)C2C(N(C1=CC=CC=C21)CC2=NC=CC=C2C(F)(F)F)=O)O)F (3-(2,2-difluoro-6-hydroxy-1,3-benzodioxol-5-yl)-1-{[3-(trifluoromethyl)pyridin-2-yl]methyl}-1,3-dihydro-2H-indol-2-one), C1(=CC=CC=C1)C(N1C(C(C2=CC=CC=C12)C1=C(C=C(C(=C1)C)OC)O)=O)C1=CC=CC=C1 (1-(diphenylmethyl)-3-(2-hydroxy-4-methoxy-5-methylphenyl)-1,3-dihydro-2H-indol-2-one). Yields the product FC1(OC2=C(O1)C=C1C(=C2)C2(C(N(C3=CC=CC=C23)CC2=NC=CC=C2C(F)(F)F)=O)CO1)F (2,2-difluoro-1′-{[3-(trifluoromethyl)pyridin-2-yl]methyl}spiro[furo[2,3-f][1,3]benzodioxole-7,3′-indol]-2′(1′H)-one). RXN SMILES: [F:1][C:2]1([F:33])[O:6][C:5]2[CH:7]=[C:8]([OH:32])[C:9]([CH:11]3[C:19]4[C:14](=[CH:15][CH:16]=[CH:17][CH:18]=4)[N:13]([CH2:20][C:21]4[C:26]([C:27]([F:30])([F:29])[F:28])=[CH:25][CH:24]=[CH:23][N:22]=4)[C:12]3=[O:31])=[CH:10][C:4]=2[O:3]1.[C:34]1(C(C2C=CC=CC=2)N2C3C(=CC=CC=3)C(C3C=C(C)C(OC)=CC=3O)C2=O)C=CC=CC=1>>[F:33][C:2]1([F:1])[O:6][C:5]2[CH:7]=[C:8]3[O:32][CH2:34][C:11]4([C:19]5[C:14](=[CH:15][CH:16]=[CH:17][CH:18]=5)[N:13]([CH2:20][C:21]5[C:26]([C:27]([F:29])([F:30])[F:28])=[CH:25][CH:24]=[CH:23][N:22]=5)[C:12]4=[O:31])[C:9]3=[CH:10][C:4]=2[O:3]1. Procedure: Following the procedure as described in EXAMPLE 2 and making non-critical variations using 3-(2,2-difluoro-6-hydroxy-1,3-benzodioxol-5-yl)-1-{[3-(trifluoromethyl)pyridin-2-yl]methyl}-1,3-dihydro-2H-indol-2-one to replace 1-(diphenylmethyl)-3-(2-hydroxy-4-methoxy-5-methylphenyl)-1,3-dihydro-2H-indol-2-one, 2,2-difluoro-1′-{[3-(trifluoromethyl)pyridin-2-yl]methyl}spiro[furo[2,3-f][1,3]benzodioxole-7,3′-indol]-2′(1′H)-one was obtained (23%) as a colorless solid: mp 200-201° C. (ether/hexanes); 1H N... The reactants are Cn1ccnc1, CCCCCCCCCCCCCCCCc1cc(OCC(COP(=O)([O-])OCCBr)Oc2ccon2)no1. The product is CCCCCCCCCCCCCCCCc1cc(OCC(COP(=O)([O-])OCC[n+]2ccn(C)c2)Oc2ccon2)no1. Reaction SMILES: [CH3:40][n:41]1[cH:42][n:43][cH:44][cH:45]1.[P:1](=[O:2])([O:3][CH2:4][CH:5]([CH2:6][O:7][c:8]1[n:9][o:10][c:11]([CH2:13][CH2:14][CH2:15][CH2:16][CH2:17][CH2:18][CH2:19][CH2:20][CH2:21][CH2:22][CH2:23][CH2:24][CH2:25][CH2:26][CH2:27][CH3:28])[cH:12]1)[O:29][c:30]1[n:31][o:32][cH:33][cH:34]1)([O:35][CH2:36][CH2:37][Br:38])[O-:39]>>[P:1](=[O:2])([O:3][CH2:4][CH:5]([CH2:6][O:7][c:8]1[n:9][o:10][c:11]([CH2:13][CH2:14][CH2:15][CH2:16][CH2:17][CH2:18][CH2:19][CH2:20][CH2:21][CH2:22][CH2:23][CH2:24][CH2:25][CH2:26][CH2:27][CH3:28])[cH:12]1)[O:29][c:30]1[n:31][o:32][cH:33][cH:34]1)([O:35][CH2:36][CH2:37][n+:43]1[cH:42][n:41]([CH3:40])[cH:45][cH:44]1)[O-:39].